Dataset: the Open Reaction Database (ORD), a public repository of structured organic reaction records. Task: describe an organic reaction: reactants, conditions, products, and yield Starting materials: S.[Na] (sodium hydrogen sulphide), [N+](=O)([O-])C1=CC2=C(N=C(S2)S)C=C1 (6-nitro-2-mercaptobenzothiazole). Solvent: O (water). Run at temperature 20 celsius, time 4 hour. Product: NC1=CC2=C(N=C(S2)S)C=C1 (6-amino-2-mercaptobenzothiazole). RXN SMILES: S.[Na].[N+:3]([C:6]1[CH:15]=[CH:14][C:9]2[N:10]=[C:11]([SH:13])[S:12][C:8]=2[CH:7]=1)([O-])=O>O>[NH2:3][C:6]1[CH:15]=[CH:14][C:9]2[N:10]=[C:11]([SH:13])[S:12][C:8]=2[CH:7]=1 |f:0.1,^1:1|. Procedure details: 132 Parts of sodium hydrogen sulphide was dissolved in 400 parts of water, and stirred at 20° C. 53 Parts of 6-nitro-2-mercaptobenzothiazole, prepared as described previously herein, was added over 10 minutes; the reaction mixture was then heated to 110° C., and stirred whilst boiling the mixture under reflux conditions. After four hours boiling, the mixture was cooled to between 0° and 5° C. and stirred for one hour. The product, 6-amino-2-mercaptobenzothiazole (30.3 parts), was isolated by fil... Reactants: ClS(=O)(=O)O (chlorosulfonic acid), [Sb](F)(F)(F)(F)F (antimony pentafluoride), ClCC(=O)O (monochloroacetic acid), ice water, C1(=CC=CC=C1)S(=O)(=O)Cl (benzene-sulfonyl chloride). Solvent: C1=CC=CC=C1 (benzene). Conditions: time 3 hour. Yields the product C1(=CC=CC=C1)S(=O)(=O)C1=CC=CC=C1 (diphenylsulfone). Reaction SMILES: ClS(O)(=O)=O.[Sb](F)(F)(F)(F)F.Cl[CH2:13][C:14](O)=O.[C:17]1([S:23](Cl)(=[O:25])=[O:24])[CH:22]=[CH:21][CH:20]=[CH:19][CH:18]=1>C1C=CC=CC=1>[C:17]1([S:23]([C:14]2[CH:13]=[CH:19][CH:18]=[CH:17][CH:22]=2)(=[O:25])=[O:24])[CH:22]=[CH:21][CH:20]=[CH:19][CH:18]=1. Procedure: Into a mixture of 6.6 ml of chlorosulfonic acid, 6 ml of antimony pentafluoride and 10 ml of monochloroacetic acid, was added 8.9 ml of benzene at 25° C., and the mixture was stirred for 3 hours. The reaction mixture was transferred into ice water and the precipitated product was extracted with benzene. From the results of analysis, it was confirmed that benzene-sulfonyl chloride and diphenylsulfone were formed in yields of 50% and 20%, respectively, based on benzene.